Dataset: the Open Reaction Database (ORD), a public repository of structured organic reaction records. Task: describe an organic reaction: reactants, conditions, products, and yield Starting materials: COC(=O)C(C)Br, COC(=O)c1cccc(C(C)=O)c1O, CN(C)C=O, [H-], [Na+]. Product: COC(=O)c1cccc(C(C)=O)c1OC(C)C(=O)OC. RXN SMILES: [Br:17][CH:18]([C:19](=[O:20])[O:21][CH3:22])[CH3:23].[C:1]([CH3:2])(=[O:3])[c:4]1[c:5]([OH:14])[c:6]([C:7](=[O:8])[O:9][CH3:10])[cH:11][cH:12][cH:13]1.[CH3:24][N:25]([CH3:26])[CH:27]=[O:28].[H-:15].[Na+:16]>>[C:1]([CH3:2])(=[O:3])[c:4]1[c:5]([O:14][CH:18]([C:19](=[O:20])[O:21][CH3:22])[CH3:23])[c:6]([C:7](=[O:8])[O:9][CH3:10])[cH:11][cH:12][cH:13]1. Reactants: O=C1N(C2=CC=C(C=C2C=C1)OC(F)(F)F)CC(=O)O (2-(2-oxo-6-(trifluoromethoxy)quinolin-1(2H)-yl)acetic acid), BrC=1C(=C(SC1)N)C1=NC=NN1 (4-bromo-3-(1H-1,2,4-triazol-5-yl)thiophen-2-amine). Yields the product BrC=1C(=C(SC1)NC(CN1C(C=CC2=CC(=CC=C12)OC(F)(F)F)=O)=O)C1=NC=NN1 (N-(4-Bromo-3-(1H-1,2,4-triazol-5-yl)thiophen-2-yl)-2-(2-oxo-6-(trifluoromethoxy)quinolin-1(2H)-yl)acetamide). As a reaction SMILES: [O:1]=[C:2]1[CH:11]=[CH:10][C:9]2[C:4](=[CH:5][CH:6]=[C:7]([O:12][C:13]([F:16])([F:15])[F:14])[CH:8]=2)[N:3]1[CH2:17][C:18](O)=[O:19].[Br:21][C:22]1[C:23]([C:28]2[NH:32][N:31]=[CH:30][N:29]=2)=[C:24]([NH2:27])[S:25][CH:26]=1>>[Br:21][C:22]1[C:23]([C:28]2[NH:32][N:31]=[CH:30][N:29]=2)=[C:24]([NH:27][C:18](=[O:19])[CH2:17][N:3]2[C:4]3[C:9](=[CH:8][C:7]([O:12][C:13]([F:16])([F:15])[F:14])=[CH:6][CH:5]=3)[CH:10]=[CH:11][C:2]2=[O:1])[S:25][CH:26]=1. Reported procedure: The title compound was prepared from 2-(2-oxo-6-(trifluoromethoxy)quinolin-1(2H)-yl)acetic acid (40 mg, 0.14 mmol) and 4-bromo-3-(1H-1,2,4-triazol-5-yl)thiophen-2-amine (28 mg, 0.11 mmol) according to protocol A. Retention time (min)=6.06, method [7], MS(ESI) 514.0 (M+H); 1H NMR (300 MHz, CD3Cl) δ 7.85 (d, J=9.35 Hz, 1H), 7.73 (s, 1H), 7.50 (s, 1H), 7.44-7.41 (m, 1H), 7.35-7.33 (m, 1H), 6.97 (d, J=9.9 Hz, 1H), 6.95 (s, 1H), 5.31 (s, 2H). Reactants: O.NN (hydrazine hydrate), C(C)OC(=O)C=1N(C2=CC=C(C=C2C1Cl)[N+](=O)[O-])C (3-chloro-1N-methyl-5-nitroindole-2-carboxylic acid ethyl ester). Reagents/catalysts: [Ni] (Ni). Run in CO (MeOH), C1(=CC=CC=C1)C (toluene). Conditions: time 6 hour. Yields the product C(C)OC(=O)C=1N(C2=CC=C(C=C2C1Cl)N)C (3-chloro-1N-methyl-5-amino-indole-2-carboxylic acid ethyl ester). The yield is 100.3%. As a reaction SMILES: O.NN.[CH2:4]([O:6][C:7]([C:9]1[N:10]([CH3:22])[C:11]2[C:16]([C:17]=1[Cl:18])=[CH:15][C:14]([N+:19]([O-])=O)=[CH:13][CH:12]=2)=[O:8])[CH3:5]>CO.C1(C)C=CC=CC=1.[Ni]>[CH2:4]([O:6][C:7]([C:9]1[N:10]([CH3:22])[C:11]2[C:16]([C:17]=1[Cl:18])=[CH:15][C:14]([NH2:19])=[CH:13][CH:12]=2)=[O:8])[CH3:5] |f:0.1|. Procedure details: To a refluxing mixture of hydrazine hydrate (10.8 ml, 222 mmol) and Raney Ni (6 g) in MeOH (200 mL) was slowly added the product of step (b) (12.6 g), and the refluxing was continued for 6 hours. After cooling to room temperature, the Raney Ni was removed by filtration through Celite, and the solvent was removed in vacuo to give the crude product. The residue was dissolved in toluene (100 mL), and concentrated in vacuo. The residue was again dissolved in toluene (100 mL), and concentrated in vac... Starting materials: FC1=CC=C(C=C1)C1(CCCCC1)CCC1=C2C(=NO1)C1=CC=C(C=C1CC2)C=C (3-(2-(1-(4-fluorophenyl)cyclohexyl)ethyl)-7-vinyl-4,5-dihydronaphtho[1,2-c]isoxazole), ClC1=CC=C(C=C1)C1CCC(CC1)C(=O)OC (methyl 4-(4-chlorophenyl)cyclohexanecarboxylate). Yields the product ClC1=CC=C(C=C1)C1CCC(CC1)C1=C2C(=NO1)C1=CC=C(C=C1CC2)C=C (3-(4-(4-Chlorophenyl)cyclohexyl)-7-vinyl-4,5-dihydronaphtho[1,2-c]isoxazole). As a reaction SMILES: FC1C=CC(C2(CCC3O[N:19]=[C:18]4[C:21]5[C:26]([CH2:27][CH2:28][C:17]=34)=[CH:25][C:24]([CH:29]=[CH2:30])=[CH:23][CH:22]=5)CCCCC2)=CC=1.[Cl:31][C:32]1[CH:37]=[CH:36][C:35]([CH:38]2[CH2:43][CH2:42][CH:41]([C:44]([O:46]C)=O)[CH2:40][CH2:39]2)=[CH:34][CH:33]=1>>[Cl:31][C:32]1[CH:33]=[CH:34][C:35]([CH:38]2[CH2:39][CH2:40][CH:41]([C:44]3[O:46][N:19]=[C:18]4[C:21]5[C:26]([CH2:27][CH2:28][C:17]=34)=[CH:25][C:24]([CH:29]=[CH2:30])=[CH:23][CH:22]=5)[CH2:42][CH2:43]2)=[CH:36][CH:37]=1. Procedure details: This compound was prepared according to the general procedure described for Preparation 26A, employing methyl 4-(4-chlorophenyl)cyclohexanecarboxylate as the starting material. LC/MS M+1=390.3. Reactants: ClC1=NN=C2N1N=C(C1=CC(=CC=C21)Cl)C2=CC=CC=C2 (3,8-dichloro-6-phenyl-1,2,4-triazolo[3,4-a]phthalazine), [O-]CC.[Na+] (sodium ethoxide), steel. The solvent is C(C)O (ethanol). Conditions: temperature 100 celsius. The product is ClC=1C=C2C(=NN3C(C2=CC1)=NN=C3OCC)C3=CC=CC=C3 (8-chloro-3-ethoxy-6-phenyl-1,2,4-triazolo[3,4-a]phthalazine). Reaction SMILES: Cl[C:2]1[N:6]2[N:7]=[C:8]([C:16]3[CH:21]=[CH:20][CH:19]=[CH:18][CH:17]=3)[C:9]3[C:14]([C:5]2=[N:4][N:3]=1)=[CH:13][CH:12]=[C:11]([Cl:15])[CH:10]=3.[O-:22][CH2:23][CH3:24].[Na+]>C(O)C>[Cl:15][C:11]1[CH:10]=[C:9]2[C:14](=[CH:13][CH:12]=1)[C:5]1=[N:4][N:3]=[C:2]([O:22][CH2:23][CH3:24])[N:6]1[N:7]=[C:8]2[C:16]1[CH:21]=[CH:20][CH:19]=[CH:18][CH:17]=1 |f:1.2|. Procedure details: A mixture of 3,8-dichloro-6-phenyl-1,2,4-triazolo[3,4-a]phthalazine (5 g), sodium ethoxide (1.3 g) and absolute ethanol (40 ml) is poured into a steel bomb and heated to 100° C. for 8 hours. Then the mixture is cooled and concentrated to dryness. The obtained residue is triturated with water, filtered and crystallized from ethanol/chloroform yielding 3.3 g of the compound of the title. M.p. 226°-28° C. Reactants: FCC(C(=O)O)(CC(CNC(=O)OC(C)(C)C)=C)NC(=O)OC(C)(C)C (2-Fluoromethyl-2,5-di (tert-butoxycarbonylamino)-4-methylene-pentanoic acid), [N+](=[N-])=C (diazomethane). The solvent is CCOCC (ether). Product: FCC(C(=O)OC)(CC(CNC(=O)OC(C)(C)C)=C)NC(=O)OC(C)(C)C (Methyl 2-fluoromethyl-2,5-di(tert-butoxycarbonylamino)-4-methylene-pentanoate). Reaction SMILES: [F:1][CH2:2][C:3]([NH:19][C:20]([O:22][C:23]([CH3:26])([CH3:25])[CH3:24])=[O:21])([CH2:7][C:8](=[CH2:18])[CH2:9][NH:10][C:11]([O:13][C:14]([CH3:17])([CH3:16])[CH3:15])=[O:12])[C:4]([OH:6])=[O:5].[N+](=[CH2:29])=[N-]>CCOCC>[F:1][CH2:2][C:3]([NH:19][C:20]([O:22][C:23]([CH3:26])([CH3:25])[CH3:24])=[O:21])([CH2:7][C:8](=[CH2:18])[CH2:9][NH:10][C:11]([O:13][C:14]([CH3:17])([CH3:16])[CH3:15])=[O:12])[C:4]([O:6][CH3:29])=[O:5]. Reported procedure: 2-Fluoromethyl-2,5-di(tert-butoxycarbonylamino) 4-methylene-pentanoic acid (0.7 g) obtained in Step B above is dissolved in ether, and etheral diazomethane is added until a yellow colour persists Evaporation gives an oil (0.76 g) which is chromatographed on silica (AcOEt/petroleum ether 1:4). Yield of pure product 0.72 g. Reactants: ClC=1C=C(C(=O)Cl)C=CC1Cl (3,4-dichlorobenzoyl chloride), BrC(C(=O)OCC)(C)C (ethyl 2-bromoisobutyrate). The reagents and catalysts are [Zn] (zinc). Run in C(C)OCC (diethyl ether). Yields the product ClC=1C=C(C(=O)C(C(=O)OCC)(C)C)C=CC1Cl (ethyl 2-(3′,4′-dichlorobenzoyl)isobutyrate). Yield: 63.0%. As a reaction SMILES: [Cl:1][C:2]1[CH:3]=[C:4]([CH:8]=[CH:9][C:10]=1[Cl:11])[C:5](Cl)=[O:6].Br[C:13]([CH3:20])([CH3:19])[C:14]([O:16][CH2:17][CH3:18])=[O:15]>[Zn].C(OCC)C>[Cl:1][C:2]1[CH:3]=[C:4]([CH:8]=[CH:9][C:10]=1[Cl:11])[C:5]([C:13]([CH3:20])([CH3:19])[C:14]([O:16][CH2:17][CH3:18])=[O:15])=[O:6]. Procedure details: A mixture comprising 10.0 g of 3,4-dichlorobenzoyl chloride, 9.31 g of ethyl 2-bromoisobutyrate and 90 ml of anhydrous diethyl ether, was dropwise added to 3.12 g of zinc in a nitrogen atmosphere, followed by a reaction for 15 hours under reflux. The reaction mixture was filtered through celite, and the filtrate was washed with 20% sulfuric acid and then with water. The organic layer was dried over anhydrous magnesium sulfate and then concentrated under reduced pressure. The residue was purified...